Dataset: the Open Reaction Database (ORD), a public repository of structured organic reaction records. Task: describe an organic reaction: reactants, conditions, products, and yield The reactants are C1(CCCCC1)N(C(=O)NC=1SC(=C(N1)C)SC#N)C1CCCCC1 (1,1-dicyclohexyl-3-(4-methyl-5-thiocyanato-thiazol-2-yl)-urea), ClCCN1CCCCC1 (N-(2-chloroethyl)piperidine). The product is C1(CCCCC1)N(C(=O)NC=1SC(=C(N1)C)SCCN1CCCCC1)C1CCCCC1 (1,1-Dicyclohexyl-3-[4-methyl-5-(2-piperidin-1-yl-ethylsulfanyl)-thiazol-2-yl]-urea). Reaction SMILES: [CH:1]1([N:7]([CH:20]2[CH2:25][CH2:24][CH2:23][CH2:22][CH2:21]2)[C:8]([NH:10][C:11]2[S:12][C:13]([S:17]C#N)=[C:14]([CH3:16])[N:15]=2)=[O:9])[CH2:6][CH2:5][CH2:4][CH2:3][CH2:2]1.Cl[CH2:27][CH2:28][N:29]1[CH2:34][CH2:33][CH2:32][CH2:31][CH2:30]1>>[CH:1]1([N:7]([CH:20]2[CH2:21][CH2:22][CH2:23][CH2:24][CH2:25]2)[C:8]([NH:10][C:11]2[S:12][C:13]([S:17][CH2:27][CH2:28][N:29]3[CH2:34][CH2:33][CH2:32][CH2:31][CH2:30]3)=[C:14]([CH3:16])[N:15]=2)=[O:9])[CH2:2][CH2:3][CH2:4][CH2:5][CH2:6]1. Procedure details: Prepared as described in general procedure (H) using 1,1-dicyclohexyl-3-(4-methyl-5-thiocyanato-thiazol-2-yl)-urea and N-(2-chloroethyl)piperidine. Reactants: Cc1cc([N+](=O)[O-])c(C)cc1B1OC(C)(C)C(C)(C)O1, COc1ccc(CN2CCC=CC2=O)cc1, [K+], C1COCCO1, [OH-]. The product is COc1ccc(CN2CCC(c3cc(C)c([N+](=O)[O-])cc3C)CC2=O)cc1. Reaction SMILES: [CH3:1][c:2]1[c:3]([B:12]2[O:13][C:14]([CH3:15])([CH3:16])[C:17]([CH3:18])([CH3:19])[O:20]2)[cH:4][c:5]([CH3:11])[c:6]([N+:8](=[O:9])[O-:10])[cH:7]1.[CH3:21][O:22][c:23]1[cH:24][cH:25][c:26]([CH2:27][N:28]2[C:29](=[O:34])[CH:30]=[CH:31][CH2:32][CH2:33]2)[cH:35][cH:36]1.[K+:38].[O:39]1[CH2:40][CH2:41][O:42][CH2:43][CH2:44]1.[OH-:37]>>[CH3:1][c:2]1[c:3]([CH:31]2[CH2:30][C:29](=[O:34])[N:28]([CH2:27][c:26]3[cH:25][cH:24][c:23]([O:22][CH3:21])[cH:36][cH:35]3)[CH2:33][CH2:32]2)[cH:4][c:5]([CH3:11])[c:6]([N+:8](=[O:9])[O-:10])[cH:7]1. Starting materials: O=c1cc(N2CCNCC2)nc[nH]1, Cc1ccc(O)c(C=O)c1. Yields the product Cc1ccc(O)c(CN2CCN(c3cc(=O)[nH]cn3)CC2)c1. Reaction SMILES: [N:1]1([c:7]2[cH:8][c:9](=[O:13])[nH:10][cH:11][n:12]2)[CH2:2][CH2:3][NH:4][CH2:5][CH2:6]1.[OH:14][c:15]1[c:16]([CH:17]=[O:18])[cH:19][c:20]([CH3:23])[cH:21][cH:22]1>>[N:1]1([c:7]2[cH:8][c:9](=[O:13])[nH:10][cH:11][n:12]2)[CH2:2][CH2:3][N:4]([CH2:17][c:16]2[c:15]([OH:14])[cH:22][cH:21][c:20]([CH3:23])[cH:19]2)[CH2:5][CH2:6]1. The reactants are Cl (HCl), C(#N)C1=CC=C(C=N1)N1CCN(CC1)C(=O)OC(C)(C)C (tert-butyl 4-(6-cyano-pyridin-3-yl)-piperazine-1-carboxylate), CC(C)C[AlH]CC(C)C (DIBAL-H), C1CCOC1 (THF), C1CCOC1 (THF). Run at time 15 minute. Product: C(=O)C1=CC=C(C=N1)N1CCN(CC1)C(=O)OC(C)(C)C (tert-butyl 4-(6-formyl-pyridin-3-yl)-piperazine-1-carboxylate). As a reaction SMILES: [C:1]([C:3]1[N:8]=[CH:7][C:6]([N:9]2[CH2:14][CH2:13][N:12]([C:15]([O:17][C:18]([CH3:21])([CH3:20])[CH3:19])=[O:16])[CH2:11][CH2:10]2)=[CH:5][CH:4]=1)#N.CC(C[AlH]CC(C)C)C.Cl.C1C[O:35]CC1>>[CH:1]([C:3]1[N:8]=[CH:7][C:6]([N:9]2[CH2:14][CH2:13][N:12]([C:15]([O:17][C:18]([CH3:21])([CH3:20])[CH3:19])=[O:16])[CH2:11][CH2:10]2)=[CH:5][CH:4]=1)=[O:35]. Reported procedure: To a solution of tert-butyl 4-(6-cyano-pyridin-3-yl)-piperazine-1-carboxylate (2.15 mmol) in THF (20 mL) is added a solution of DIBAL-H in THF (1.0 M, 13 mmol) dropwise and the reaction mixture is stirred at room temperature for 15 minutes. After it is cooled to 0° C., the reaction mixture is mixed with a solution of aqueous HCl (2 N, 5 mL) after which the reaction mixture is partitioned between saturated Na2CO3 solution and EtOAc. The aqueous phase is extracted with EtOAc. The combined organic ... Reactants: [Si](C)(C)(C(C)(C)C)OCCN(C(=O)C1=NC(=NC(=C1OCC1=CC=CC=C1)O)CC1(CCCC1)C1=CC=CC=C1)C (5-Benzyloxy-6-hydroxy-2-(1-phenyl-cyclopentylmethyl)-pyrimidine-4-carboxylic acid [2-(tert-butyl-dimethylsilanyloxy)-ethyl]-methyl-amide), OCCN(C(=O)C1=NC(=NC(=C1OCC1=CC=CC=C1)O)CC1=C(C=CC=C1)C1=CC=CC=C1)C (5-benzyloxy-2-biphenyl-2-ylmethyl-6-hydroxypyrimidine-4-carboxylic acid (2-hydroxyethyl)-methyl-amide). Yields the product OCCN(C(=O)C1=NC(=NC(=C1OCC1=CC=CC=C1)O)CC1(CCCC1)C1=CC=CC=C1)C (5-Benzyloxy-6-hydroxy-2-(1-phenyl-cyclopentylmethyl)-pyrimidine-4-carboxylic acid (2-hydroxyethyl)-methyl-amide). Isolated yield 74.8%. RXN SMILES: [Si]([O:8][CH2:9][CH2:10][N:11]([CH3:41])[C:12]([C:14]1[C:19]([O:20][CH2:21][C:22]2[CH:27]=[CH:26][CH:25]=[CH:24][CH:23]=2)=[C:18]([OH:28])[N:17]=[C:16]([CH2:29][C:30]2([C:35]3[CH:40]=[CH:39][CH:38]=[CH:37][CH:36]=3)[CH2:34][CH2:33][CH2:32][CH2:31]2)[N:15]=1)=[O:13])(C(C)(C)C)(C)C.OCCN(C)C(C1C(OCC2C=CC=CC=2)=C(O)N=C(CC2C=CC=CC=2C2C=CC=CC=2)N=1)=O>>[OH:8][CH2:9][CH2:10][N:11]([CH3:41])[C:12]([C:14]1[C:19]([O:20][CH2:21][C:22]2[CH:27]=[CH:26][CH:25]=[CH:24][CH:23]=2)=[C:18]([OH:28])[N:17]=[C:16]([CH2:29][C:30]2([C:35]3[CH:40]=[CH:39][CH:38]=[CH:37][CH:36]=3)[CH2:34][CH2:33][CH2:32][CH2:31]2)[N:15]=1)=[O:13]. Procedure: 5-Benzyloxy-6-hydroxy-2-(1-phenyl-cyclopentylmethyl)-pyrimidine-4-carboxylic acid (2-hydroxyethyl)-methyl-amide (30-01) (600 mg, 74.75%) was synthesized from 5-benzyloxy-6-hydroxy-2-(1-phenyl-cyclopentylmethyl)-pyrimidine-4-carboxylic acid [2-(tert-butyl-dimethylsilanyloxy)-ethyl]-methyl-amide (29-01) (1.0 g, 1.739 mmol) as a yellow solid following the procedure as described for 5-benzyloxy-2-biphenyl-2-ylmethyl-6-hydroxypyrimidine-4-carboxylic acid (2-hydroxyethyl)-methyl-amide (10-01).